From a dataset of the Open Reaction Database (ORD), a public repository of structured organic reaction records. describe an organic reaction: reactants, conditions, products, and yield Reactants: [Si](C)(C)(C(C)(C)C)O[C@H]1CCN2/C(/O[C@H]([C@H]21)C(F)(F)F)=N/C2=C(C(=C(C#N)C=C2)Cl)C (Z-4-[(1R,7S,7aS)-7 tert-Butyldimethylsilanyloxy-1-trifluoromethyl-tetrahydro-pyrrolo[1,2-c]oxazol-3-ylideneamino]-2-chloro-3-methyl-benzonitrile), O[C@@H]1CCN2/C(/OC[C@@H]21)=N/C2=C(C(=C(C#N)C=C2)Cl)C (Z-4-[(7R,7aR)-7-(hydroxy)-tetrahydro-pyrrolo[1,2-c]oxazol-3-ylideneamino]-2-chloro-3-methyl-benzonitrile). Yields the product O[C@H]1CCN2/C(/O[C@H]([C@@H]21)C(F)(F)F)=N/C2=C(C(=C(C#N)C=C2)Cl)C (Z-4-[(1R,7S,7aS)-7-hydroxy-1-trifluoromethyl-tetrahydro-pyrrolo[1,2-c]oxazol-3-ylideneamino]-2-chloro-3-methyl-benzonitrile). RXN SMILES: [Si]([O:8][C@@H:9]1[C@H:16]2[N:12](/[C:13](=[N:21]/[C:22]3[CH:29]=[CH:28][C:25]([C:26]#[N:27])=[C:24]([Cl:30])[C:23]=3[CH3:31])/[O:14][C@H:15]2[C:17]([F:20])([F:19])[F:18])[CH2:11][CH2:10]1)(C(C)(C)C)(C)C.O[C@H]1[C@@H]2N(/C(=N/C3C=CC(C#N)=C(Cl)C=3C)/OC2)CC1>>[OH:8][C@@H:9]1[C@@H:16]2[N:12](/[C:13](=[N:21]/[C:22]3[CH:29]=[CH:28][C:25]([C:26]#[N:27])=[C:24]([Cl:30])[C:23]=3[CH3:31])/[O:14][C@H:15]2[C:17]([F:18])([F:20])[F:19])[CH2:11][CH2:10]1. Reported procedure: The title compound was prepared from compound 5F following the procedure found in Example 1 for the preparation of compound 1J. LCMS: m/z 360 [M+H]+. The double bond geometry was confirmed via X-ray analysis. Starting materials: C=1(C(=CC=CC1)C(=O)CN1C(C(CN(C2=C1C=C(C=C2)C)C(=O)OCC2=CC=CC=C2)N)=O)C (1-(2-toluoylmethyl)-2-oxo-3-amino-5-benzyloxycarbonyl-8-methyl-1,3,4,5-tetrahydro-2H-1,5-benzodiazepine), NC=1C=C(C(=O)OCC)C=CC1 (Ethyl 3-aminobenzoate), ClC(Cl)(OC(OC(Cl)(Cl)Cl)=O)Cl (triphosgene), Cl (hydrochloric acid). Solvent: C(C)N(CC)CC (triethylamine), O1CCCC1 (tetrahydrofuran), O (water), O1CCCC1 (tetrahydrofuran). Conditions: time 30 minute. The product is C=1(C(=CC=CC1)C(=O)CN1C(C(CN(C2=C1C=C(C=C2)C)C(=O)OCC2=CC=CC=C2)NC(=O)NC2=CC(=CC=C2)C(=O)OCC)=O)C (1-[l-(2-toluoylmethyl)-2-oxo-5-benzyloxycarbonyl-8-methyl-1,3,4,5-tetrahydro-2H-1,5-benzodiazepin-3-yl]-3-(3-ethoxycarbonylphenyl)urea). The yield is 239.5%. As a reaction SMILES: [NH2:1][C:2]1[CH:3]=[C:4]([CH:10]=[CH:11][CH:12]=1)[C:5]([O:7][CH2:8][CH3:9])=[O:6].Cl[C:14](Cl)([O:16]C(=O)OC(Cl)(Cl)Cl)Cl.[C:25]1([CH3:58])[C:26]([C:31]([CH2:33][N:34]2[C:40]3[CH:41]=[C:42]([CH3:45])[CH:43]=[CH:44][C:39]=3[N:38]([C:46]([O:48][CH2:49][C:50]3[CH:55]=[CH:54][CH:53]=[CH:52][CH:51]=3)=[O:47])[CH2:37][CH:36]([NH2:56])[C:35]2=[O:57])=[O:32])=[CH:27][CH:28]=[CH:29][CH:30]=1.Cl>O1CCCC1.O.C(N(CC)CC)C>[C:25]1([CH3:58])[C:26]([C:31]([CH2:33][N:34]2[C:40]3[CH:41]=[C:42]([CH3:45])[CH:43]=[CH:44][C:39]=3[N:38]([C:46]([O:48][CH2:49][C:50]3[CH:55]=[CH:54][CH:53]=[CH:52][CH:51]=3)=[O:47])[CH2:37][CH:36]([NH:56][C:14]([NH:1][C:2]3[CH:12]=[CH:11][CH:10]=[C:4]([C:5]([O:7][CH2:8][CH3:9])=[O:6])[CH:3]=3)=[O:16])[C:35]2=[O:57])=[O:32])=[CH:27][CH:28]=[CH:29][CH:30]=1. Reported procedure: Ethyl 3-aminobenzoate (4.29 g) was dissolved in tetrahydrofuran (600 ml), triphosgene (2.54 g) was added under ice-cooling, triethylamine (2.19 ml) was added thereto five times every 3 minutes after divided into five portions. A solution of 1-(2-toluoylmethyl)-2-oxo-3-amino-5-benzyloxycarbonyl-8-methyl-1,3,4,5-tetrahydro-2H-1,5-benzodiazepine (9.78 g) in tetrahydrofuran (200 ml) was added, the mixture was stirred for 30 minutes, subsequently, stirred overnight at room temperature. The reaction m... Reactants: [Na+], C1CCOC1, O=C1COc2ccccc2N1, [OH-]. Yields the product c1ccc2c(c1)NCCO2. Reaction SMILES: [Na+:13].[O:14]1[CH2:15][CH2:16][CH2:17][CH2:18]1.[O:1]=[C:2]1[CH2:3][O:4][c:5]2[c:6]([cH:8][cH:9][cH:10][cH:11]2)[NH:7]1.[OH-:12]>>[CH2:2]1[CH2:3][O:4][c:5]2[c:6]([cH:8][cH:9][cH:10][cH:11]2)[NH:7]1. Starting materials: FC(CNC=1S\C(\C(N1)=O)=C/C=1C=C2C(=CC=NC2=CC1)OCC)(C1=NC=CC=C1)F (2-(2,2-difluoro-2-pyridin-2-yl-ethylamino)-5-[1-(4-ethoxy-quinolin-6-yl)-meth-(Z)-ylidene]-thiazol-4-one), CS(=O)(=O)O (methanesulfonic acid). Product: CS(=O)(=O)O.FC(CNC=1S\C(\C(N1)=O)=C/C=1C=C2C(=CC=NC2=CC1)OCC)(C1=NC=CC=C1)F (2-(2,2-difluoro-2-pyridin-2-yl-ethylamino)-5-[1-(4-ethoxy-quinolin-6-yl)-meth-(Z)-ylidene]-thiazol-4-one; compound with methanesulfonic acid). RXN SMILES: [F:1][C:2]([F:31])([C:25]1[CH:30]=[CH:29][CH:28]=[CH:27][N:26]=1)[CH2:3][NH:4][C:5]1[S:6]/[C:7](=[CH:11]\[C:12]2[CH:13]=[C:14]3[C:19](=[CH:20][CH:21]=2)[N:18]=[CH:17][CH:16]=[C:15]3[O:22][CH2:23][CH3:24])/[C:8](=[O:10])[N:9]=1.[CH3:32][S:33]([OH:36])(=[O:35])=[O:34]>>[CH3:32][S:33]([OH:36])(=[O:35])=[O:34].[F:31][C:2]([F:1])([C:25]1[CH:30]=[CH:29][CH:28]=[CH:27][N:26]=1)[CH2:3][NH:4][C:5]1[S:6]/[C:7](=[CH:11]\[C:12]2[CH:13]=[C:14]3[C:19](=[CH:20][CH:21]=2)[N:18]=[CH:17][CH:16]=[C:15]3[O:22][CH2:23][CH3:24])/[C:8](=[O:10])[N:9]=1 |f:2.3|. Procedure: Similar procedure as described in example 42 was used, starting from 2-(2,2-difluoro-2-pyridin-2-yl-ethylamino)-5-[1-(4-ethoxy-quinolin-6-yl)-meth-(Z)-ylidene]-thiazol-4-one (example 43) and methanesulfonic acid to give 2-(2,2-difluoro-2-pyridin-2-yl-ethylamino)-5-[1-(4-ethoxy-quinolin-6-yl)-meth-(Z)-ylidene]-thiazol-4-one; compound with methanesulfonic acid. LC-MS m/e 441 (MH+).